Dataset: the Open Reaction Database (ORD), a public repository of structured organic reaction records. Task: describe an organic reaction: reactants, conditions, products, and yield As a reaction SMILES: [F:1][C:2]1[CH:7]=[CH:6][C:5]([CH:8]2[NH:13][C:12]([CH3:14])=[N:11][C:10]([CH3:15])=[C:9]2[C:16]([O:18][CH2:19][CH3:20])=[O:17])=[CH:4][CH:3]=1.[S]>>[F:1][C:2]1[CH:3]=[CH:4][C:5]([C:8]2[C:9]([C:16]([O:18][CH2:19][CH3:20])=[O:17])=[C:10]([CH3:15])[N:11]=[C:12]([CH3:14])[N:13]=2)=[CH:6][CH:7]=1 |^3:20|. The product is FC1=CC=C(C=C1)C1=NC(=NC(=C1C(=O)OCC)C)C (ethyl 4-(4-fluorophenyl)-2,6-dimethyl-5-pyrimidinecarboxylate). The reactants are FC1=CC=C(C=C1)C1C(=C(N=C(N1)C)C)C(=O)OCC (Ethyl 6-(4-fluorophenyl)-1,6-dihydro-2,4-dimethyl-5-pyrimidinecarboxylate), [S] (sulfur), sulfide. Isolated yield 64.8%. Reported procedure: Ethyl 6-(4-fluorophenyl)-1,6-dihydro-2,4-dimethyl-5-pyrimidinecarboxylate (75.7 g, 0.274 mol) and 9.67 g (0.3 mol) of powdered sulfur were heated together at 130°-150° C. for three and one-half hours. Afterhydrogen sulfide evolution had ceased, the melt was cooled to room temperature and flash chromatographed on silica gel, eluting with 10% ethyl acetate/hexane, to yield 48.7 g of ethyl 4-(4-fluorophenyl)-2,6-dimethyl-5-pyrimidinecarboxylate. RXN SMILES: [CH3:1][O:2][C:3]([CH2:4][CH:5]1[N:6]=[C:7]([c:10]2[nH:11][c:12]3[c:13]([NH:20][CH:21]4[CH2:22][CH2:23][CH2:24][CH2:25]4)[cH:14][c:15]([Cl:19])[cH:16][c:17]3[cH:18]2)[S:8][CH2:9]1)=[O:26].[CH3:35][OH:36].[Li+:29].[O:30]1[CH2:31][CH2:32][CH2:33][CH2:34]1.[OH-:28].[OH2:27].[OH2:37]>>[O:2]=[C:3]([CH2:4][CH:5]1[N:6]=[C:7]([c:10]2[nH:11][c:12]3[c:13]([NH:20][CH:21]4[CH2:22][CH2:23][CH2:24][CH2:25]4)[cH:14][c:15]([Cl:19])[cH:16][c:17]3[cH:18]2)[S:8][CH2:9]1)[OH:26]. Product: O=C(O)CC1CSC(c2cc3cc(Cl)cc(NC4CCCC4)c3[nH]2)=N1. Reactants: COC(=O)CC1CSC(c2cc3cc(Cl)cc(NC4CCCC4)c3[nH]2)=N1, CO, [Li+], C1CCOC1, [OH-], O, O. The reactants are CNc1ccccn1, CCN(C(C)C)C(C)C, O=C(O)c1ncc(Cl)cc1NS(=O)(=O)c1ccc(Cl)c(C(F)(F)F)c1. The product is CN(C(=O)c1ncc(Cl)cc1NS(=O)(=O)c1ccc(Cl)c(C(F)(F)F)c1)c1ccccn1. As a reaction SMILES: [CH3:26][NH:27][c:28]1[n:29][cH:30][cH:31][cH:32][cH:33]1.[CH:34]([N:35]([CH2:36][CH3:37])[CH:38]([CH3:39])[CH3:40])([CH3:41])[CH3:42].[Cl:1][c:2]1[cH:3][c:4]([NH:11][S:12](=[O:13])(=[O:14])[c:15]2[cH:16][c:17]([C:22]([F:23])([F:24])[F:25])[c:18]([Cl:21])[cH:19][cH:20]2)[c:5]([C:8](=[O:9])[OH:10])[n:6][cH:7]1>>[Cl:1][c:2]1[cH:3][c:4]([NH:11][S:12](=[O:13])(=[O:14])[c:15]2[cH:16][c:17]([C:22]([F:23])([F:24])[F:25])[c:18]([Cl:21])[cH:19][cH:20]2)[c:5]([C:8](=[O:9])[N:27]([CH3:26])[c:28]2[n:29][cH:30][cH:31][cH:32][cH:33]2)[n:6][cH:7]1. The reactants are CCOC(=O)c1cc2c(C)cccc2n1CCC(=O)OC(C)(C)C, ClCCl, O=C(O)C(F)(F)F. Yields the product CCOC(=O)c1cc2c(C)cccc2n1CCC(=O)O. As a reaction SMILES: [C:1]([CH3:2])([CH3:3])([CH3:4])[O:5][C:6](=[O:7])[CH2:8][CH2:9][n:10]1[c:11]([C:20](=[O:21])[O:22][CH2:23][CH3:24])[cH:12][c:13]2[c:14]([CH3:19])[cH:15][cH:16][cH:17][c:18]12.[Cl:32][CH2:33][Cl:34].[OH:25][C:26]([C:27]([F:28])([F:29])[F:30])=[O:31]>>[O:5]=[C:6]([OH:7])[CH2:8][CH2:9][n:10]1[c:11]([C:20](=[O:21])[O:22][CH2:23][CH3:24])[cH:12][c:13]2[c:14]([CH3:19])[cH:15][cH:16][cH:17][c:18]12. RXN SMILES: [Cl:1][C:2]1[C:7]([CH2:8]Cl)=[CH:6][CH:5]=[CH:4][N:3]=1.Cl[C:11]1C(CCl)=CC=C(Cl)[N:12]=1>>[Cl:1][C:2]1[C:7]([CH2:8][NH:12][CH3:11])=[CH:6][CH:5]=[CH:4][N:3]=1. The product is ClC1=NC=CC=C1CNC (N-(2-Chloro-3-pyridylmethyl)-N-methylamine). Reactants: ClC1=NC=CC=C1CCl ((2-chloro-3-pyridyl)methyl chloride), ClC1=NC(=CC=C1CCl)Cl (2,6-dichloro-3-pyridylmethyl chloride). Procedure: The reaction according to Reference Example 11 was carried out using (2-chloro-3-pyridyl)methyl chloride in lieu of 2,6-dichloro-3-pyridylmethyl chloride to give the title compound as a yellow oil. Reactants: FC1=C(OCC(=O)OC(C)C)C=CC(=C1NCC1=C(C(=CC(=C1)C1=CC(=CC=C1)F)F)C)F (isopropyl 2-[2,4-difluoro-3-[[3-fluoro-5-(3-fluorophenyl)-2-methyl-phenyl]methylamino]phenoxy]acetate), [OH-].[Na+] (NaOH). Run in C1CCOC1 (THF), CO (MeOH). Reaction conditions: time 3 hour. Product: FC1=C(OCC(=O)O)C=CC(=C1NCC1=C(C(=CC(=C1)C1=CC(=CC=C1)F)F)C)F (2-[2,4-Difluoro-3-[[3-fluoro-5-(3-fluorophenyl)-2-methyl-phenyl]methylamino]phenoxy]acetic acid). The yield is 38.2%. RXN SMILES: [F:1][C:2]1[C:15]([NH:16][CH2:17][C:18]2[CH:23]=[C:22]([C:24]3[CH:29]=[CH:28][CH:27]=[C:26]([F:30])[CH:25]=3)[CH:21]=[C:20]([F:31])[C:19]=2[CH3:32])=[C:14]([F:33])[CH:13]=[CH:12][C:3]=1[O:4][CH2:5][C:6]([O:8]C(C)C)=[O:7].[OH-].[Na+]>C1COCC1.CO>[F:1][C:2]1[C:15]([NH:16][CH2:17][C:18]2[CH:23]=[C:22]([C:24]3[CH:29]=[CH:28][CH:27]=[C:26]([F:30])[CH:25]=3)[CH:21]=[C:20]([F:31])[C:19]=2[CH3:32])=[C:14]([F:33])[CH:13]=[CH:12][C:3]=1[O:4][CH2:5][C:6]([OH:8])=[O:7] |f:1.2|. Procedure details: To a solution of isopropyl 2-[2,4-difluoro-3-[[3-fluoro-5-(3-fluorophenyl)-2-methyl-phenyl]methylamino]phenoxy]acetate (300 mg, 0.65 mmol, 1.0 eq) in a mixture of THF (10 mL) and MeOH (10 mL) was added NaOH (2M aqueous solution, 10 mL). The reaction mixture was stirred at room temperature for 3 h. The THF was evaporated in vacuo and the pH of the aqueous phase adjusted pH 3 with diluted HCl. The solid precipitate that formed was collected by filtration, washed with water and dried to give the ti... Reactants: NCCO (2-aminoethanol), [OH-].[Na+] (sodium hydroxide), C(=O)(OC(C)(C)C)N=[N+]=[N-] (Boc-azide). Solvent: O.O1CCOCC1 (water dioxane). Conditions: time 8 hour. Product: C(=O)(OC(C)(C)C)NCCO ((N-Boc)-2-aminoethanol). Yield: 41.1%. As a reaction SMILES: [NH2:1][CH2:2][CH2:3][OH:4].[OH-].[Na+].[C:7](N=[N+]=[N-])([O:9][C:10]([CH3:13])([CH3:12])[CH3:11])=[O:8]>O.O1CCOCC1>[C:7]([NH:1][CH2:2][CH2:3][OH:4])([O:9][C:10]([CH3:13])([CH3:12])[CH3:11])=[O:8] |f:1.2,4.5|. Procedure: To a cooled, stirred solution of 2-aminoethanol (5.9 ml, 0.098 mol) and sodium hydroxide (3.6 g, 0.098 mol) in water-dioxane (1:1), was added drop-wise Boc-azide (10 ml, 0.081 mol). The reaction was stirred at room temperature overnight. The dioxane was then removed under vacuum, and the water layer extracted several times with ethyl acetate. The organic layer was dried over sodium sulphate and then, evaporated to dryness under vacuum to get the product (N-Boc)-2-aminoethanol (5.37 g, 41% yield)... Starting materials: BrCC1=C(C=C2C=C(C(OC2=C1)C(F)(F)F)C(=O)OCC)Cl (ethyl 7-(bromomethyl)-6-chloro-2-(trifluoromethyl)-2H-chromene-3-carboxylate), C1(=CC=CC=C1)O (phenol), [H-].[Na+] (NaH). The solvent is CN(C)C=O (DMF), CN(C)C=O (DMF), CN(C)C=O (DMF). Run at temperature 25 celsius, time 30 minute. Product: ClC=1C=C2C=C(C(OC2=CC1COC1=CC=CC=C1)C(F)(F)F)C(=O)OCC (ethyl 6-chloro-7-(phenoxymethyl)-2-(trifluoromethyl)-2H-chromene-3-carboxylate). As a reaction SMILES: [C:1]1([OH:7])[CH:6]=[CH:5][CH:4]=[CH:3][CH:2]=1.[H-].[Na+].Br[CH2:11][C:12]1[CH:21]=[C:20]2[C:15]([CH:16]=[C:17]([C:26]([O:28][CH2:29][CH3:30])=[O:27])[CH:18]([C:22]([F:25])([F:24])[F:23])[O:19]2)=[CH:14][C:13]=1[Cl:31]>CN(C=O)C>[Cl:31][C:13]1[CH:14]=[C:15]2[C:20](=[CH:21][C:12]=1[CH2:11][O:7][C:1]1[CH:6]=[CH:5][CH:4]=[CH:3][CH:2]=1)[O:19][CH:18]([C:22]([F:25])([F:24])[F:23])[C:17]([C:26]([O:28][CH2:29][CH3:30])=[O:27])=[CH:16]2 |f:1.2|. Reported procedure: A solution of phenol (117 mg, 0.69 mmol) in 1 mL DMF was added to a mixture of NaH (30 mg, 0.75 mmol) in 1 mL DMF at 0° C. under argon. After 30 min, a solution of ethyl 7-(bromomethyl)-6-chloro-2-(trifluoromethyl)-2H-chromene-3-carboxylate (250 mg, 0.62 mmol) in 2 mL DMF described in Example 157 Step 3 was added dropwise. The reaction was warmed to 25° C. After 18 h, the reaction was filtered through a pad of Celite (1″) and washed with EtOAc (20 mL). The filtrate was concentrated to give a pal... Reactants: [H-].[Al+3].[Li+].[H-].[H-].[H-] (Lithium aluminium hydride), ClC1=CC=C(C=C1)C(CC#N)NC(OC(C)(C)C)=O (tert-butyl 1-(4-chlorophenyl)-2-cyanoethylcarbamate), ClC1=CC=C(C=C1)C(CC#N)NC(OC(C)(C)C)=O (tert-butyl 1-(4-chlorophenyl)-2-cyanoethylcarbamate). Solvent: C1CCOC1 (THF). Conditions: temperature 20 celsius, time 2 hour. The product is NCCC(C1=CC=C(C=C1)Cl)NC(OC(C)(C)C)=O (tert-butyl 3-amino-1-(4-chlorophenyl)propylcarbamate). Yield: 100.4%. As a reaction SMILES: [H-].[Al+3].[Li+].[H-].[H-].[H-].[Cl:7][C:8]1[CH:13]=[CH:12][C:11]([CH:14]([NH:18][C:19](=[O:25])[O:20][C:21]([CH3:24])([CH3:23])[CH3:22])[CH2:15][C:16]#[N:17])=[CH:10][CH:9]=1>C1COCC1>[NH2:17][CH2:16][CH2:15][CH:14]([NH:18][C:19](=[O:25])[O:20][C:21]([CH3:23])([CH3:22])[CH3:24])[C:11]1[CH:10]=[CH:9][C:8]([Cl:7])=[CH:13][CH:12]=1 |f:0.1.2.3.4.5|. Procedure: Lithium aluminium hydride (0.712 mL, 0.71 mmol) was added dropwise to tert-butyl 1-(4-chlorophenyl)-2-cyanoethylcarbamate (Intermediate 24) (200 mg, 0.71 mmol) in THF (4 mL) at 20° C. under nitrogen. The resulting solution was stirred at 20° C. for 2 hours. The reaction mixture was quenched with NaOH (1M) (1 mL) and the solution was filtered. The solution was diluted with EtOAc (20 mL), and washed with water 2× (10 mL). The organic layer was dried over MgSO4, filtered and evaporated to afford te... Starting materials: CCO, COC(=O)c1ccc(C#CCCO)cc1. The product is COC(=O)c1ccc(CCCCO)cc1. Reaction SMILES: [CH3:16][CH2:17][OH:18].[CH3:1][O:2][C:3]([c:4]1[cH:5][cH:6][c:7]([C:10]#[C:11][CH2:12][CH2:13][OH:14])[cH:8][cH:9]1)=[O:15]>>[CH3:1][O:2][C:3]([c:4]1[cH:5][cH:6][c:7]([CH2:10][CH2:11][CH2:12][CH2:13][OH:14])[cH:8][cH:9]1)=[O:15].